Dataset: the Open Reaction Database (ORD), a public repository of structured organic reaction records. Task: describe an organic reaction: reactants, conditions, products, and yield Reactants: C1CCOC1, C[Si](C)(C)[O-], [K+], O=P([O-])([O-])[O-], CC1(C)OCc2cc(C3CN(CCCCCCOCCOCc4cccc(NC(=O)Nc5ccc(-c6ccccc6)cc5)c4)C(=O)O3)ccc2O1. Yields the product CC1(C)OCc2cc(C(O)CNCCCCCCOCCOCc3cccc(NC(=O)Nc4ccc(-c5ccccc5)cc4)c3)ccc2O1. RXN SMILES: [CH2:63]1[O:64][CH2:65][CH2:66][CH2:67]1.[CH3:1][Si:2]([CH3:3])([CH3:4])[O-:5].[K+:6].[O-:58][P:59](=[O:60])([O-:61])[O-:62].[c:7]1(-[c:52]2[cH:53][cH:54][cH:55][cH:56][cH:57]2)[cH:8][cH:9][c:10]([NH:13][C:14](=[O:15])[NH:16][c:17]2[cH:18][c:19]([CH2:23][O:24][CH2:25][CH2:26][O:27][CH2:28][CH2:29][CH2:30][CH2:31][CH2:32][CH2:33][N:34]3[C:35](=[O:51])[O:36][CH:37]([c:39]4[cH:40][c:41]5[c:42]([cH:49][cH:50]4)[O:43][C:44]([CH3:47])([CH3:48])[O:45][CH2:46]5)[CH2:38]3)[cH:20][cH:21][cH:22]2)[cH:11][cH:12]1>>[c:7]1(-[c:52]2[cH:53][cH:54][cH:55][cH:56][cH:57]2)[cH:8][cH:9][c:10]([NH:13][C:14](=[O:15])[NH:16][c:17]2[cH:18][c:19]([CH2:23][O:24][CH2:25][CH2:26][O:27][CH2:28][CH2:29][CH2:30][CH2:31][CH2:32][CH2:33][NH:34][CH2:38][CH:37]([OH:36])[c:39]3[cH:40][c:41]4[c:42]([cH:49][cH:50]3)[O:43][C:44]([CH3:47])([CH3:48])[O:45][CH2:46]4)[cH:20][cH:21][cH:22]2)[cH:11][cH:12]1. Starting materials: BrC1=CC(=C(C=C1)O)C(F)(F)F (4-bromo-2-(trifluoromethyl)phenol), C1(=CC=CC=C1)P(C1=CC=CC=C1)C1=CC=CC=C1 (triphenylphosphine), N1=CC=C(C=C1)CO (4-pyridylcarbinol), N(=NC(=O)OC(C)C)C(=O)OC(C)C (diisopropyl azodicarboxylate). The solvent is O1CCOCC1 (1,4-dioxane). Reaction conditions: temperature 20 celsius, time 18 hour. Product: BrC1=CC(=C(OCC2=CC=NC=C2)C=C1)C(F)(F)F (4-((4-Bromo-2-(trifluoromethyl)phenoxy)methyl)pyridine). Isolated yield 101.2%. RXN SMILES: [Br:1][C:2]1[CH:7]=[CH:6][C:5]([OH:8])=[C:4]([C:9]([F:12])([F:11])[F:10])[CH:3]=1.C1(P(C2C=CC=CC=2)C2C=CC=CC=2)C=CC=CC=1.[N:32]1[CH:37]=[CH:36][C:35]([CH2:38]O)=[CH:34][CH:33]=1.N(C(OC(C)C)=O)=NC(OC(C)C)=O>O1CCOCC1>[Br:1][C:2]1[CH:7]=[CH:6][C:5]([O:8][CH2:38][C:35]2[CH:36]=[CH:37][N:32]=[CH:33][CH:34]=2)=[C:4]([C:9]([F:10])([F:11])[F:12])[CH:3]=1. Procedure details: To a suspension of 4-bromo-2-(trifluoromethyl)phenol (8.00 g) in 1,4-dioxane (100 ml), triphenylphosphine (10.99 g) and 4-pyridylcarbinol (3.84 g) were added. Then diisopropyl azodicarboxylate (8.93 g) was dropwised and stirred at 20° C. for 18 h. The mixture was evaporated off the solvent, diethyl ether (100 ml) and iso-hexane (25 ml) were added and stirred at 20° C. for 2 h, stood for 3 days, filtered and washed with diethyl ether and iso-hexane. The filtrate was concentrated and purified by B... Reactants: [OH-].[K+] (potassium hydroxide), C1=CC=CC=C1 (benzene), CC(=O)C (acetone), C1(=CC=CC=C1)NC1=CC=C(C=C1)C1=CC=C(C=C1)NC1=CC=CC=C1 (N,N'-diphenyl-[1,1'-biphenyl]-4,4'-diamine), C(C1=CC=CC=C1)Br (benzyl bromide). Conditions: time 15 minute. Product: C1(=CC=CC=C1)N(C1=CC=C(C=C1)C1=CC=C(C=C1)N(CC1=CC=CC=C1)C1=CC=CC=C1)CC1=CC=CC=C1 (N,N'-diphenyl-N,N'-bis(phenylmethyl)-[1,1'-biphenyl-4,4'-diamine]). Isolated yield 81.0%. As a reaction SMILES: [OH-].[K+].[C:3]1([NH:9][C:10]2[CH:15]=[CH:14][C:13]([C:16]3[CH:21]=[CH:20][C:19]([NH:22][C:23]4[CH:28]=[CH:27][CH:26]=[CH:25][CH:24]=4)=[CH:18][CH:17]=3)=[CH:12][CH:11]=2)[CH:8]=[CH:7][CH:6]=[CH:5][CH:4]=1.[CH2:29](Br)[C:30]1[CH:35]=[CH:34][CH:33]=[CH:32][CH:31]=1.[CH:37]1[CH:42]=[CH:41][CH:40]=[CH:39][CH:38]=1.[CH3:43]C(C)=O>>[C:23]1([N:22]([CH2:43][C:37]2[CH:42]=[CH:41][CH:40]=[CH:39][CH:38]=2)[C:19]2[CH:20]=[CH:21][C:16]([C:13]3[CH:14]=[CH:15][C:10]([N:9]([C:3]4[CH:8]=[CH:7][CH:6]=[CH:5][CH:4]=4)[CH2:29][C:30]4[CH:35]=[CH:34][CH:33]=[CH:32][CH:31]=4)=[CH:11][CH:12]=3)=[CH:17][CH:18]=2)[CH:28]=[CH:27][CH:26]=[CH:25][CH:24]=1 |f:0.1|. Procedure details: Into a 1000 milliliter round bottom three-necked flask fitted with a magnetic stirrer and a dropping funnel which is flushed with argon, is placed 500 milliliters of anhydrous dimethylsulfoxide (DMSO). Then 100.8 grams (1.8 moles) of powdered potassium hydroxide is added to the flask. The mixture is then stirred for 15 minutes. Then 100.8 grams (0.3 moles) of N,N'-diphenyl-[1,1'-biphenyl]-4,4'-diamine is added to the mixture. The mixture is now a deep red heterogeneous mixture. The mixture is th... Reactants: C(C)(C)(C)OC(=O)N[C@H](C(=O)N1[C@@H](C[C@H](C1)O[Si](C)(C)C(C)(C)C)C(=O)N[C@]1([C@@H](C1)C=C)C(=O)OCC)CN(CCCC=C)C1CC1 (ethyl 1(R)-[1-[2(S)-(tert-butoxycarbonylamino)-3-[N-cyclopropyl-N-(pent-4-enyl)amino]propanoyl]-4(R)-(tert-butyldimethylsilyloxy)pyrrolidine-2(S)-carboxamido]-2(S)-vinylcyclopropanecarboxylate). The reagents and catalysts are CC1=CC(=C(C(=C1)C)N2CCN(C2=[Ru](=CC3=CC=CC=C3)(Cl)Cl)C4=C(C=C(C=C4C)C)C)C.C1CCC(CC1)P(C2CCCCC2)C3CCCCC3 ((1,3-Bis-(2,4,6-trimethylphenyl)-2-imidazolidinylidene)dichloro(phenylmethylene)(tricyclohexylphosphine)ruthenium), catalyst. The solvent is C(Cl)Cl (methylene chloride). Conditions: time 8 hour. Product: C(C)(C)(C)OC(=O)N[C@H]1CNCCC\C=C/[C@@H]2C[C@]2(NC([C@@H]2C[C@H](CN2C1=O)O[Si](C)(C)C(C)(C)C)=O)C(=O)OCC ((1S,4R,6S,14S,18R)-7-cis-14-tert-Butoxycarbonylamino-18-(tert-butyldimethylsilyloxy)-2,15-dioxo-3,12,16-triazatricyclo[14.3.0.04,6]nonadec-7-ene-4-carboxylic acid, ethyl ester). Isolated yield 64.4%. Reaction SMILES: [C:1]([O:5][C:6]([NH:8][C@@H:9]([CH2:38][N:39](C1CC1)[CH2:40][CH2:41][CH2:42][CH:43]=[CH2:44])[C:10]([N:12]1[CH2:16][C@H:15]([O:17][Si:18]([C:21]([CH3:24])([CH3:23])[CH3:22])([CH3:20])[CH3:19])[CH2:14][C@H:13]1[C:25]([NH:27][C@:28]1([C:33]([O:35][CH2:36][CH3:37])=[O:34])[CH2:30][C@H:29]1C=C)=[O:26])=[O:11])=[O:7])([CH3:4])([CH3:3])[CH3:2]>C(Cl)Cl.CC1C=C(C)C(N2C(=[Ru](Cl)(Cl)=CC3C=CC=CC=3)N(C3C(C)=CC(C)=CC=3C)CC2)=C(C)C=1.C1CCC(P(C2CCCCC2)C2CCCCC2)CC1>[C:1]([O:5][C:6]([NH:8][C@@H:9]1[C:10](=[O:11])[N:12]2[C@@H:13]([CH2:14][C@@H:15]([O:17][Si:18]([C:21]([CH3:23])([CH3:22])[CH3:24])([CH3:19])[CH3:20])[CH2:16]2)[C:25](=[O:26])[NH:27][C@@:28]2([C:33]([O:35][CH2:36][CH3:37])=[O:34])[C@@H:30]([CH2:29]2)[CH:44]=[CH:43][CH2:42][CH2:41][CH2:40][NH:39][CH2:38]1)=[O:7])([CH3:3])([CH3:2])[CH3:4] |f:2.3|. Procedure details: To a solution of ethyl 1(R)-[1-[2(S)-(tert-butoxycarbonylamino)-3-[N-cyclopropyl-N-(pent-4-enyl)amino]propanoyl]-4(R)-(tert-butyldimethylsilyloxy)pyrrolidine-2(S)-carboxamido]-2(S)-vinylcyclopropanecarboxylate (1.45 g, 2.14 mmoL) in 1 L of methylene chloride was added 181 mg (0.21 mmoL) of Grubb's 2nd generation catalyst [(1,3-Bis-(2,4,6-trimethylphenyl)-2-imidazolidinylidene)dichloro(phenylmethylene)(tricyclohexylphosphine)ruthenium]. The mixture was heated at reflux for 1 h. A second fraction ... The reactants are C(C)S(=O)(=O)CC1=[N+](C2=CC=CC=C2[N+](=C1C(=O)OC)[O-])[O-] (2-ethylsulfonylmethyl-3-carbomethoxyquinoxaline-1,4-dioxide). The solvent is [OH-].[Na+] (sodium hydroxide). Run at temperature 120 celsius. Product: C(C)S(=O)(=O)CC1=[N+](C2=CC=CC=C2[N+](=C1)[O-])[O-] (2-Ethylsulfonylmethylquinoxaline 1,4-Dioxide). Isolated yield 95.0%. As a reaction SMILES: [CH2:1]([S:3]([CH2:6][C:7]1[C:16](C(OC)=O)=[N+:15]([O-:21])[C:14]2[C:9](=[CH:10][CH:11]=[CH:12][CH:13]=2)[N+:8]=1[O-:22])(=[O:5])=[O:4])[CH3:2]>[OH-].[Na+]>[CH2:1]([S:3]([CH2:6][C:7]1[CH:16]=[N+:15]([O-:21])[C:14]2[C:9](=[CH:10][CH:11]=[CH:12][CH:13]=2)[N+:8]=1[O-:22])(=[O:5])=[O:4])[CH3:2] |f:1.2|. Procedure details: A slurry of 2-ethylsulfonylmethyl-3-carbomethoxyquinoxaline-1,4-dioxide (28.2 g., 0.087 m) and 0.5 N sodium hydroxide (280 ml.) was stirred at room temperature for 30 minutes. It was then filtered and the filtrate acidified to pH 3 with 6N hydrochloric acid. The resulting slurry was heated in an oil bath (bath temperature 120°C.) for 30 minutes. It was removed from the oil bath, allowed to cool to room temperature and the solid filtered off: 22.2 g. (95 percent yield); m.p. 216°C. The reactants are Cl.COC=1C=C(C=CC1OC)C=1C(C(N(N1)C1CCNCC1)=O)(C)C (5-(3,4-dimethoxyphenyl)-4,4-dimethyl-2-(piperidin-4-yl)-2,4-dihydro-3H-pyrazol-3-one hydrochloride), Cl.COC=1C=C(C=CC1OC)C=1C(C(N(N1)C1CCNCC1)=O)(C)C (5-(3,4-dimethoxyphenyl)-4,4-dimethyl-2-(piperidin-4-yl)-2,4-dihydro-3H-pyrazol-3-one hydrochloride), ClC1=C(C=CC(=C1)C(F)(F)F)S(=O)(=O)Cl (2-chloro-4-(trifluoromethyl)benzenesulfonyl chloride). Product: ClC1=C(C=CC(=C1)C(F)(F)F)S(=O)(=O)N1CCC(CC1)N1N=C(C(C1=O)(C)C)C1=CC(=C(C=C1)OC)OC (2-(1-{[2-Chloro-4-(trifluoromethyl)phenyl]sulfonyl}piperidin-4-yl)-5-(3,4-dimethoxyphenyl)-4,4-dimethyl-2,4-dihydro-3H-pyrazol-3-one). RXN SMILES: Cl.[CH3:2][O:3][C:4]1[CH:5]=[C:6]([C:12]2[C:13]([CH3:25])([CH3:24])[C:14](=[O:23])[N:15]([CH:17]3[CH2:22][CH2:21][NH:20][CH2:19][CH2:18]3)[N:16]=2)[CH:7]=[CH:8][C:9]=1[O:10][CH3:11].[Cl:26][C:27]1[CH:32]=[C:31]([C:33]([F:36])([F:35])[F:34])[CH:30]=[CH:29][C:28]=1[S:37](Cl)(=[O:39])=[O:38]>>[Cl:26][C:27]1[CH:32]=[C:31]([C:33]([F:35])([F:34])[F:36])[CH:30]=[CH:29][C:28]=1[S:37]([N:20]1[CH2:21][CH2:22][CH:17]([N:15]2[C:14](=[O:23])[C:13]([CH3:25])([CH3:24])[C:12]([C:6]3[CH:7]=[CH:8][C:9]([O:10][CH3:11])=[C:4]([O:3][CH3:2])[CH:5]=3)=[N:16]2)[CH2:18][CH2:19]1)(=[O:39])=[O:38] |f:0.1|. Procedure details: The title compound is prepared analogously as described for GP1 using 5-(3,4-dimethoxyphenyl)-4,4-dimethyl-2-(piperidin-4-yl)-2,4-dihydro-3H-pyrazol-3-one (compound B1) and 2-chloro-4-(trifluoromethyl)benzenesulfonyl chloride as starting compounds. The crude product is purified by crystallization from EA and diethyl ether to yield the title compound. Starting materials: ClC1=CC=C(C=N1)C1(CCC(CC1)(F)F)C#N (1-(6-chloropyridin-3-yl)-4,4-difluorocyclohexanecarbonitrile), Cl (HCl). Solvent: C1CCOC1 (THF), C1CCOC1 (THF). Yields the product FC1(CCC(CC1)(C=1C=NC(=CC1)Cl)CN)F ((4,4-difluoro-1-(6-chloropyridin-3-yl)cyclohexyl)methanamine). As a reaction SMILES: [Cl:1][C:2]1[N:7]=[CH:6][C:5]([C:8]2([C:16]#[N:17])[CH2:13][CH2:12][C:11]([F:15])([F:14])[CH2:10][CH2:9]2)=[CH:4][CH:3]=1.Cl>C1COCC1>[F:15][C:11]1([F:14])[CH2:10][CH2:9][C:8]([CH2:16][NH2:17])([C:5]2[CH:6]=[N:7][C:2]([Cl:1])=[CH:3][CH:4]=2)[CH2:13][CH2:12]1. Procedure details: A solution of 1-(6-chloropyridin-3-yl)-4,4-difluorocyclohexanecarbonitrile (2.02 mmol) in 20 mL THF was added to a solution of BH3 in THF (6.07 mmol, 1 M). After heating to reflux for 1 h, the reaction mixture was cooled in an ice bath before a 2N HCl solution was slowly added. The mixture was then heated to reflux for another 20 min. The reaction mixture was extracted twice with DCM, basified with 1N NaOH solution and extracted 3 times with DCM. The combined organic layers were washed with brin... Starting materials: CN(C(=O)OC(C)(C)C)[C@H]1C[C@@H]([C@H](C1)C1=CC=CC=C1)CN1CCC(CC1)N(CC=C)C(=O)OCC1=CC=C(C=C1)[N+](=O)[O-] (1-(R)-(N-(methyl)-N-(t-butoxycarbonyl)amino)-3-(S)-((4-(N-(4-nitrobenzyloxycarbonyl)-N-(allyl)amino)piperidin-1-yl)methyl)-4-(S)-phenylcyclopentane), C1(=CC=CC=C1)S(=O)(=O)Cl (phenylsulfonyl chloride). RXN SMILES: [CH3:1][N:2]([C@@H:10]1[CH2:14][C@H:13]([C:15]2[CH:20]=[CH:19][CH:18]=[CH:17][CH:16]=2)[C@@H:12]([CH2:21][N:22]2[CH2:27][CH2:26][CH:25]([N:28]([C:32]([O:34][CH2:35][C:36]3[CH:41]=[CH:40][C:39]([N+:42]([O-:44])=[O:43])=[CH:38][CH:37]=3)=[O:33])[CH2:29][CH:30]=[CH2:31])[CH2:24][CH2:23]2)[CH2:11]1)C(OC(C)(C)C)=O.[C:45]1([S:51](Cl)(=[O:53])=[O:52])[CH:50]=[CH:49][CH:48]=[CH:47][CH:46]=1>>[CH3:1][N:2]([C@@H:10]1[CH2:14][C@H:13]([C:15]2[CH:16]=[CH:17][CH:18]=[CH:19][CH:20]=2)[C@@H:12]([CH2:21][N:22]2[CH2:23][CH2:24][CH:25]([N:28]([C:32]([O:34][CH2:35][C:36]3[CH:37]=[CH:38][C:39]([N+:42]([O-:44])=[O:43])=[CH:40][CH:41]=3)=[O:33])[CH2:29][CH:30]=[CH2:31])[CH2:26][CH2:27]2)[CH2:11]1)[S:51]([C:45]1[CH:50]=[CH:49][CH:48]=[CH:47][CH:46]=1)(=[O:53])=[O:52]. Product: CN(S(=O)(=O)C1=CC=CC=C1)[C@H]1C[C@@H]([C@H](C1)C1=CC=CC=C1)CN1CCC(CC1)N(CC=C)C(=O)OCC1=CC=C(C=C1)[N+](=O)[O-] (1-(R)-(N-(Methyl)-N-(phenylsulfonyl)amino)-3-(S)-((4-(N-(4-nitrobenzyloxycarbonyl)-N-(allyl)amino)piperidin-1-yl)methyl)-4-(S)-phenylcyclopentane). Procedure: Using essentially the same procedure as in Example 16, Step A and B but substituting 1-(R)-(N-(methyl)-N-(t-butoxycarbonyl)amino)-3-(S)-((4-(N-(4-nitrobenzyloxycarbonyl)-N-(allyl)amino)piperidin-1-yl)methyl)-4-(S)-phenylcyclopentane from Example 29, Step H in Step A and phenylsulfonyl chloride in Step B, the title compound was prepared.